From a dataset of the Open Reaction Database (ORD), a public repository of structured organic reaction records. describe an organic reaction: reactants, conditions, products, and yield Reactants: ClC=1C=2N(C(=C(C1)C(C)=O)C1=CC(=CC=C1)F)N=CC2 (1-[4-chloro-7-(3-fluorophenyl)pyrazolo[1,5-a]pyridin-6-yl]ethanone), C(C)(=O)[O-].[NH4+] (ammonium acetate), C(#N)[BH3-].[Na+] (sodium cyanoborohydride), C(C)(=O)[O-].[NH4+] (ammonium acetate), C(#N)[BH3-].[Na+] (sodium cyanoborohydride). The solvent is CO (methanol). Conditions: temperature 65 celsius, time 18 hour. Product: ClC=1C=2N(C(=C(C1)C(C)N)C1=CC(=CC=C1)F)N=CC2 (1-[4-chloro-7-(3-fluorophenyl)pyrazolo[1,5-a]pyridin-6-yl]ethanamine). Isolated yield 88.8%. As a reaction SMILES: [Cl:1][C:2]1[C:3]2[N:4]([N:18]=[CH:19][CH:20]=2)[C:5]([C:11]2[CH:16]=[CH:15][CH:14]=[C:13]([F:17])[CH:12]=2)=[C:6]([C:8](=O)[CH3:9])[CH:7]=1.C([O-])(=O)C.[NH4+].C([BH3-])#[N:27].[Na+]>CO>[Cl:1][C:2]1[C:3]2[N:4]([N:18]=[CH:19][CH:20]=2)[C:5]([C:11]2[CH:16]=[CH:15][CH:14]=[C:13]([F:17])[CH:12]=2)=[C:6]([CH:8]([NH2:27])[CH3:9])[CH:7]=1 |f:1.2,3.4|. Procedure: The mixture of 1-[4-chloro-7-(3-fluorophenyl)pyrazolo[1,5-a]pyridin-6-yl]ethanone (0.2 g, 0.7 mmol) in methanol (7.0 mL) and the ammonium acetate (0.5340 g, 6.928 mmol) was heated at 65° C. for 1 hour, all solids dissolved. The sodium cyanoborohydride (0.1306 g, 2.078 mmol) was added and the solution was heated at 65° C. overnight. The reaction was incomplete, additional ammonium acetate and sodium cyanoborohydride were added and the reaction was stirred for another 18 hours. This was allowed to...